Dataset: the Open Reaction Database (ORD), a public repository of structured organic reaction records. Task: describe an organic reaction: reactants, conditions, products, and yield Starting materials: ICCO (2-Iodoethanol), N1=CNC2=C1C=CC=C2 (benzimidazole), O1CCCC1 (tetrahydrofuran), [H-].[Na+] (Sodium hydride). Solvent: CO (methanol), C(C)(=O)OCC (ethyl acetate). Conditions: time 20 minute. Product: N1(C=NC2=C1C=CC=C2)CCO (2-(1H-Benzimidazol-1-yl)ethanol). As a reaction SMILES: [N:1]1[C:5]2[CH:6]=[CH:7][CH:8]=[CH:9][C:4]=2[NH:3][CH:2]=1.[O:10]1CC[CH2:12][CH2:11]1.[H-].[Na+].ICCO>CO.C(OCC)(=O)C>[N:1]1([CH2:12][CH2:11][OH:10])[C:5]2[CH:6]=[CH:7][CH:8]=[CH:9][C:4]=2[N:3]=[CH:2]1 |f:2.3|. Reported procedure: To a flask were added 2.3 g benzimidazole and 40 ml tetrahydrofuran and the mixture was cooled to 10 C under nitrogen. 1.0 g Sodium hydride were added in portions and the reaction mixture was stirred for 20 minutes. 4.0 g 2-Iodoethanol were added and the mixture was heated to 50 C. for 16 hours. The mixture was quenched slowly with 50 ml water, extracted twice with ethyl acetate and dried over sodium sulfate. Following filtration and solvent removal, the product was purified by silica gel chroma...